Dataset: the Open Reaction Database (ORD), a public repository of structured organic reaction records. Task: describe an organic reaction: reactants, conditions, products, and yield The reactants are COc1cc(F)c(F)cc1Br, [Li]CCCC, CCSc1ncc(C(=O)N(C)OC)c(N)n1, CCCCC, C1CCOC1, C1CCOC1. The product is CCSc1ncc(C(=O)c2cc(F)c(F)cc2OC)c(N)n1. Reaction SMILES: [Br:1][c:2]1[c:3]([O:10][CH3:11])[cH:4][c:5]([F:9])[c:6]([F:8])[cH:7]1.[CH2:12]([Li:13])[CH2:14][CH2:15][CH3:16].[CH3:17][O:18][N:19]([C:20](=[O:21])[c:22]1[c:23]([NH2:31])[n:24][c:25]([S:28][CH2:29][CH3:30])[n:26][cH:27]1)[CH3:32].[CH3:38][CH2:39][CH2:40][CH2:41][CH3:42].[O:33]1[CH2:34][CH2:35][CH2:36][CH2:37]1.[O:43]1[CH2:44][CH2:45][CH2:46][CH2:47]1>>[c:2]1([C:20](=[O:21])[c:22]2[c:23]([NH2:31])[n:24][c:25]([S:28][CH2:29][CH3:30])[n:26][cH:27]2)[c:3]([O:10][CH3:11])[cH:4][c:5]([F:9])[c:6]([F:8])[cH:7]1. The reactants are BrC=1C=C(C(=NC1)OC)NS(=O)(=O)C1CC1 (N-[5-Bromo-2-(methyloxy)-3-pyridinyl]cyclopropanesulfonamide), CC=1SC=C(N1)C(=O)NC1=C2C=NN(C2=CC(=C1)[Sn](C)(C)C)S(=O)(=O)C1=CC=CC=C1 (2-methyl-N-[1-(phenylsulfonyl)-6-(trimethylstannanyl)-1H-indazol-4-yl]-1,3-thiazole-4-carboxamide), CN(C)C=O (DMF). Reagents/catalysts: C=1C=CC(=CC1)[P](C=2C=CC=CC2)(C=3C=CC=CC3)[Pd]([P](C=4C=CC=CC4)(C=5C=CC=CC5)C=6C=CC=CC6)([P](C=7C=CC=CC7)(C=8C=CC=CC8)C=9C=CC=CC9)[P](C=1C=CC=CC1)(C=1C=CC=CC1)C=1C=CC=CC1 (Pd(PPh3)4). The solvent is CO (methanol). Run at temperature 120 celsius, time 30 minute. The product is C1(CC1)S(=O)(=O)NC=1C=C(C=NC1OC)C1=CC(=C2C=NNC2=C1)NC(=O)C=1N=C(SC1)C (N-{6-[5-[(Cyclopropylsulfonyl)amino]-6-(methyloxy)-3-pyridinyl]-1H-indazol-4-yl}-2-methyl-1,3-thiazole-4-carboxamide). Isolated yield 15.0%. As a reaction SMILES: Br[C:2]1[CH:3]=[C:4]([NH:10][S:11]([CH:14]2[CH2:16][CH2:15]2)(=[O:13])=[O:12])[C:5]([O:8][CH3:9])=[N:6][CH:7]=1.[CH3:17][C:18]1[S:19][CH:20]=[C:21]([C:23]([NH:25][C:26]2[CH:34]=[C:33]([Sn](C)(C)C)[CH:32]=[C:31]3[C:27]=2[CH:28]=[N:29][N:30]3S(C2C=CC=CC=2)(=O)=O)=[O:24])[N:22]=1.CN(C=O)C>C1C=CC([P]([Pd]([P](C2C=CC=CC=2)(C2C=CC=CC=2)C2C=CC=CC=2)([P](C2C=CC=CC=2)(C2C=CC=CC=2)C2C=CC=CC=2)[P](C2C=CC=CC=2)(C2C=CC=CC=2)C2C=CC=CC=2)(C2C=CC=CC=2)C2C=CC=CC=2)=CC=1.CO>[CH:14]1([S:11]([NH:10][C:4]2[CH:3]=[C:2]([C:33]3[CH:32]=[C:31]4[C:27]([CH:28]=[N:29][NH:30]4)=[C:26]([NH:25][C:23]([C:21]4[N:22]=[C:18]([CH3:17])[S:19][CH:20]=4)=[O:24])[CH:34]=3)[CH:7]=[N:6][C:5]=2[O:8][CH3:9])(=[O:13])=[O:12])[CH2:16][CH2:15]1 |^1:56,58,77,96|. Reported procedure: N-[5-Bromo-2-(methyloxy)-3-pyridinyl]cyclopropanesulfonamide (208 mg, 0.371 mmol), 2-methyl-N-[1-(phenylsulfonyl)-6-(trimethylstannanyl)-1H-indazol-4-yl]-1,3-thiazole-4-carboxamide (128 mg, 0.417 mmol) and Pd(PPh3)4 (43 mg, 0.037 mmol) were weighed to a microwave vial. DMF (3 ml) was added and the reaction was heated in the microwave at 120° C. for 30 min. LCMS showed incomplete reaction, therefore the mixture was reheated at 120° C. for a further 30 min. The residue was passed through a 1 g sil...